Task: describe an organic reaction: reactants, conditions, products, and yield. Dataset: the Open Reaction Database (ORD), a public repository of structured organic reaction records Reactants: ice water, NC1=C(C(=C2C=3N([C@H](CO2)C)C=C(C(C13)=O)C#N)F)F ((3S)-8-amino-9,10-difluoro-2,3-dihydro-3-methyl-7-oxo-7H-pyrido[1,2,3-de][1,4]benzoxazine-6-carbonitrile), N1=CC(=CC=C1)[C@H]1C[C@@H](CC1)N ((1R,3R)-3-(3-pyridyl)cyclopentylamine), C(C)(C)N(CC)C(C)C (diisopropylethylamine). Solvent: CS(=O)C (DMSO). Conditions: temperature 91 celsius, time 7 hour. Yields the product NC1=C(C(=C2C=3N([C@H](CO2)C)C=C(C(C13)=O)C#N)N[C@@H]1C[C@H](CC1)C=1C=NC=CC1)F ((3S)-8-amino-9-fluoro-2,3-dihydro-3-methyl-7-oxo-10-[(1S,3S)-3-(3-pyridyl)cyclopentylamino]-7H-pyrido[1,2,3-de][1,4]benzoxazine-6-carbonitrile). Yield: 16.3%. RXN SMILES: [NH2:1][C:2]1[C:15]2[C:14](=[O:16])[C:13]([C:17]#[N:18])=[CH:12][N:7]3[C@@H:8]([CH3:11])[CH2:9][O:10][C:5]([C:6]=23)=[C:4](F)[C:3]=1[F:20].[N:21]1[CH:26]=[CH:25][CH:24]=[C:23]([C@@H:27]2[CH2:31][CH2:30][C@@H:29]([NH2:32])[CH2:28]2)[CH:22]=1.C(N(C(C)C)CC)(C)C>CS(C)=O>[NH2:1][C:2]1[C:15]2[C:14](=[O:16])[C:13]([C:17]#[N:18])=[CH:12][N:7]3[C@@H:8]([CH3:11])[CH2:9][O:10][C:5]([C:6]=23)=[C:4]([NH:32][C@H:29]2[CH2:30][CH2:31][C@H:27]([C:23]3[CH:22]=[N:21][CH:26]=[CH:25][CH:24]=3)[CH2:28]2)[C:3]=1[F:20]. Procedure: A mixture of (3S)-8-amino-9,10-difluoro-2,3-dihydro-3-methyl-7-oxo-7H-pyrido[1,2,3-de][1,4]benzoxazine-6-carbonitrile (1.00 g, 3.61 mmol), (1R,3R)-3-(3-pyridyl)cyclopentylamine (702 mg, 4.33 mmol) and diisopropylethylamine (1.38 mL, 7.94 mmol) in anhydrous DMSO (18 mL) was stirred at 91° C. for 7 h. After cooling, the reaction mixture was poured into ice-water and then extracted with CH2Cl2-MeOH. The organic layer was washed with water and brine, and dried over anhyd Na2SO4 followed by the remov... RXN SMILES: [CH2:1]=[N:2][C:3]([CH3:10])([CH3:9])[C:4]([O:6][CH2:7][CH3:8])=[O:5].[CH3:11][O:12][C:13]1[CH:18]=[CH:17][CH:16]=[CH:15][C:14]=1[CH:19]([C:25]([CH3:27])=[O:26])[C:20]([O:22]CC)=O>C1(C)C(C)=CC=CC=1>[CH3:11][O:12][C:13]1[CH:18]=[CH:17][CH:16]=[CH:15][C:14]=1[C:19]1[C:20](=[O:22])[N:2]([C:3]([CH3:10])([CH3:9])[C:4]([O:6][CH2:7][CH3:8])=[O:5])[CH2:1][O:26][C:25]=1[CH3:27]. The product is COC1=C(C=CC=C1)C=1C(N(COC1C)C(C(=O)OCC)(C)C)=O (ethyl 2-[2,3-dihydro-5-(2-methoxyphenyl)-6-methyl-4-oxo-4H-1,3-oxazin-3-yl]-2-methylpropanoate). Starting materials: C=NC(C(=O)OCC)(C)C (ethyl 2-(N-methyleneamino)-2-methylpropionate), COC1=C(C=CC=C1)C(C(=O)OCC)C(=O)C (ethyl 2-(2-methoxyphenyl)acetoacetate). Yield: 117.4%. The solvent is C=1(C(=CC=CC1)C)C (xylene), C=1(C(=CC=CC1)C)C (xylene). Procedure: A solution of ethyl 2-(N-methyleneamino)-2-methylpropionate (10.3 g) in xylene was added during 1 hour to a solution of ethyl 2-(2-methoxyphenyl)acetoacetate (8.51 g) in xylene whilst heating under reflux. The rate of addition was controlled so as to equal the rate of azeotropic distillation (via a Dean and Stark separator). Additional xylene was then added and distillation continued for 3 hours. The mixture was evaporated in vacuo to give ethyl 2-[2,3-dihydro-5-(2-methoxyphenyl)-6-methyl-4-oxo-... Run at time 3 hour. Starting materials: ClC1=C(C=CC(=C1)Cl)O (2,4-dichlorophenol), C([O-])([O-])=O.[K+].[K+] (potassium carbonate), CC(=O)NC1=C(C=CC(=C1)F)[N+](=O)[O-] (N-methylcarbonyl 2-nitro-5-fluoroaniline). Solvent: CS(=O)C (dimethylsulfoxide), O (water). Run at time 1 hour. Yields the product CC(=O)NC1=C(C=CC(=C1)OC1=C(C=C(C=C1)Cl)Cl)[N+](=O)[O-] (N-methylcarbonyl 2-nitro-5-(2,4-dichlorophenoxy)aniline). RXN SMILES: [Cl:1][C:2]1[CH:7]=[C:6]([Cl:8])[CH:5]=[CH:4][C:3]=1[OH:9].C(=O)([O-])[O-].[K+].[K+].[CH3:16][C:17]([NH:19][C:20]1[CH:25]=[C:24](F)[CH:23]=[CH:22][C:21]=1[N+:27]([O-:29])=[O:28])=[O:18]>CS(C)=O.O>[CH3:16][C:17]([NH:19][C:20]1[CH:25]=[C:24]([O:9][C:3]2[CH:4]=[CH:5][C:6]([Cl:8])=[CH:7][C:2]=2[Cl:1])[CH:23]=[CH:22][C:21]=1[N+:27]([O-:29])=[O:28])=[O:18] |f:1.2.3|. Reported procedure: A mixture of 2,4-dichlorophenol (1.2 g, 7.6 mmol) and potassium carbonate (2.1 g, 15.2 mmol) is stirred together in dimethylsulfoxide (20 ml). N-methylcarbonyl 2-nitro-5-fluoroaniline (1.5 g, 7.6 mmol) is added in portions. After 1 hour, the reaction is heated to 100° for 1.5 hours. The reaction is then cooled to RT and diluted with water. A solid is collected, dissolved in chloroform, washed with water, dried and stripped to give N-methylcarbonyl 2-nitro-5-(2,4-dichlorophenoxy)aniline. The reactants are N1(C=NC=C1)C(=O)N1C=NC=C1 (Di-(1H-imidazol-1-yl)methanone), O1C(CCC1)CCC(=O)O (3-(tetrahydrofuran-2-yl)propanoic acid). The solvent is ClCCl (dichloromethane). Conditions: time 2 hour. Product: N1(C=NC=C1)C(CCC1OCCC1)=O (1-(1H-imidazol-1-yl)-3-(tetrahydrofuran-2-yl)propan-1-one). The yield is 100.1%. RXN SMILES: N1([C:6]([N:8]2[CH:12]=[CH:11][N:10]=[CH:9]2)=[O:7])C=CN=C1.[O:13]1[CH2:17][CH2:16][CH2:15][CH:14]1[CH2:18][CH2:19]C(O)=O>ClCCl>[N:8]1([C:6](=[O:7])[CH2:19][CH2:18][CH:14]2[CH2:15][CH2:16][CH2:17][O:13]2)[CH:12]=[CH:11][N:10]=[CH:9]1. Reported procedure: Di-(1H-imidazol-1-yl)methanone (0.554 g, 3.42 mmol) was added in small portions to a stirred solution of 3-(tetrahydrofuran-2-yl)propanoic acid (0.469 g, 3.25 mmol) in dichloromethane (3 mL) at room temperature under argon. The reaction mixture is stirred at room temperature for 2 hours. The mixture was washed twice with water, dried over MgSO4 and concentrated resulting a quantitative yield of 1-(1H-imidazol-1-yl)-3-(tetrahydrofuran-2-yl)propan-1-one (632 mg, 100%).